This data is from the Open Reaction Database (ORD), a public repository of structured organic reaction records. The task is: describe an organic reaction: reactants, conditions, products, and yield Starting materials: O1CCOC12CCC(CC2)C2=CC=C(C=C2)C=2OCC(N2)(C)C (2-[4-(1,4-Dioxaspiro[4,5]dec-8-yl)phenyl]-4,4-dimethyl-4,5-dihydro-1,3-oxazole), S(O)(O)(=O)=O (sulphuric acid). The solvent is C(C)O (ethanol). The product is O=C1CCC(CC1)C1=CC=C(C(=O)OCC)C=C1 (Ethyl 4-(4-oxocyclohexyl)benzoate). As a reaction SMILES: O1[C:5]2([CH2:10][CH2:9][CH:8]([C:11]3[CH:16]=[CH:15][C:14]([C:17]4[O:18][CH2:19][C:20](C)(C)N=4)=[CH:13][CH:12]=3)[CH2:7][CH2:6]2)[O:4]CC1.S(=O)(=O)(O)[OH:25]>C(O)C>[O:4]=[C:5]1[CH2:10][CH2:9][CH:8]([C:11]2[CH:16]=[CH:15][C:14]([C:17]([O:18][CH2:19][CH3:20])=[O:25])=[CH:13][CH:12]=2)[CH2:7][CH2:6]1. Procedure details: 3 g of the product of step (iii) (9.51 mmol) are dissolved in 60 ml of ethanol and 4.0 ml of 96% sulphuric acid are added, and the mixture is refluxed for 22 hours. The solvent is partially evaporated off and the remaining mixture is taken up with a mixture of 300 ml of a saturated sodium bicarbonate solution and 150 ml of ethyl acetate. The organic phase is washed with a saturated aqueous NaCl solution. The organic phase is dried and, after filtration, the solvent is evaporated off under reduce... Reactants: O (water), C(C)(C)OC=1N=CC(=NC1)COC1=CC=2C3=C(NC2C=C1)C(CC3)CC(=O)OCC (ethyl 2-(7-((5-isopropoxypyrazin-2-yl)methoxy)-1,2,3,4-tetrahydrocyclopenta[b]indol-3-yl)acetate), [Li+].[OH-] (LiOH), [Li+].[OH-] (LiOH), Cl (HCl). Run in O1CCOCC1 (dioxane). Reaction conditions: time 16 hour. Yields the product C(C)(C)OC=1N=CC(=NC1)COC1=CC=2C3=C(NC2C=C1)C(CC3)CC(=O)O (2-(7-((5-Isopropoxypyrazin-2-yl)methoxy)-1,2,3,4-tetrahydrocyclopenta[b]indol-3-yl)acetic Acid). Reaction SMILES: [CH:1]([O:4][C:5]1[N:6]=[CH:7][C:8]([CH2:11][O:12][C:13]2[CH:21]=[CH:20][C:19]3[NH:18][C:17]4[CH:22]([CH2:25][C:26]([O:28]CC)=[O:27])[CH2:23][CH2:24][C:16]=4[C:15]=3[CH:14]=2)=[N:9][CH:10]=1)([CH3:3])[CH3:2].[Li+].[OH-].O.Cl>O1CCOCC1>[CH:1]([O:4][C:5]1[N:6]=[CH:7][C:8]([CH2:11][O:12][C:13]2[CH:21]=[CH:20][C:19]3[NH:18][C:17]4[CH:22]([CH2:25][C:26]([OH:28])=[O:27])[CH2:23][CH2:24][C:16]=4[C:15]=3[CH:14]=2)=[N:9][CH:10]=1)([CH3:3])[CH3:2] |f:1.2|. Procedure: Ethyl 2-(7-hydroxy-1,2,3,4-tetrahydrocyclopenta[b]indol-3-yl)acetate (0.035 g, 0.135 mmol) and cesium carbonate (0.048 g, 0.148 mmol) were dissolved in DMF (0.5 mL) and stirred at room temperature for 5 min. To this mixture at 0° C. was added a solution of 2-(bromomethyl)-5-isopropoxypyrazine (0.034 g, 0.148 mmol) in DMF (0.20 mL) and was stirred at room temperature for 60 h. The solids were removed by filtration. The filtrate was purified by HPLC to give ethyl 2-(7-((5-isopropoxypyrazin-2-yl)me... Reactants: CS(=O)(=O)c1ccc(B(O)O)cc1, [Na+], [Na+], O=C([O-])[O-], C1COCCO1, Cl[Pd]Cl, Cc1ccc(S(=O)(=O)OC(=CC2CCCO2)c2cc3cccnc3n2S(=O)(=O)c2ccccc2)cc1, c1ccc(P(c2ccccc2)c2ccccc2)cc1, c1ccc(P(c2ccccc2)c2ccccc2)cc1. The product is CS(=O)(=O)c1ccc(C(=CC2CCCO2)c2cc3cccnc3n2S(=O)(=O)c2ccccc2)cc1. Reaction SMILES: [CH3:37][S:38](=[O:39])(=[O:40])[c:41]1[cH:42][cH:43][c:44]([B:47]([OH:48])[OH:49])[cH:45][cH:46]1.[Na+:50].[Na+:51].[O-:52][C:53](=[O:54])[O-:55].[O:56]1[CH2:57][CH2:58][O:59][CH2:60][CH2:61]1.[Pd:62]([Cl:63])[Cl:64].[c:1]1([S:7](=[O:8])(=[O:9])[n:10]2[c:11]([C:19](=[CH:20][CH:21]3[O:22][CH2:23][CH2:24][CH2:25]3)[O:26][S:27]([c:28]3[cH:29][cH:30][c:31]([CH3:32])[cH:33][cH:34]3)(=[O:35])=[O:36])[cH:12][c:13]3[c:14]2[n:15][cH:16][cH:17][cH:18]3)[cH:2][cH:3][cH:4][cH:5][cH:6]1.[c:65]1([P:66]([c:67]2[cH:68][cH:69][cH:70][cH:71][cH:72]2)[c:73]2[cH:74][cH:75][cH:76][cH:77][cH:78]2)[cH:79][cH:80][cH:81][cH:82][cH:83]1.[c:84]1([P:85]([c:86]2[cH:87][cH:88][cH:89][cH:90][cH:91]2)[c:92]2[cH:93][cH:94][cH:95][cH:96][cH:97]2)[cH:98][cH:99][cH:100][cH:101][cH:102]1>>[c:1]1([S:7](=[O:8])(=[O:9])[n:10]2[c:11]([C:19](=[CH:20][CH:21]3[O:22][CH2:23][CH2:24][CH2:25]3)[c:44]3[cH:43][cH:42][c:41]([S:38]([CH3:37])(=[O:39])=[O:40])[cH:46][cH:45]3)[cH:12][c:13]3[c:14]2[n:15][cH:16][cH:17][cH:18]3)[cH:2][cH:3][cH:4][cH:5][cH:6]1.